Dataset: the Open Reaction Database (ORD), a public repository of structured organic reaction records. Task: describe an organic reaction: reactants, conditions, products, and yield Starting materials: C(=O)(O)CCC=1C(=C(NC1)C=O)C (4-(2-Carboxyethyl)-2-formyl-3-methylpyrrole), C(=O)(O)CCC=1C=C2CC(NC2=CC1)=O (5-carboxyethyl-2-oxindole), N1CCCCC1 (piperidine). The solvent is C(C)O (ethanol). The product is C(=O)(O)CCC=1C(=C(NC1)C=C1C(NC2=CC=C(C=C12)CCC(=O)O)=O)C (3-{3-[4-(2-Carboxy-ethyl)-3-methyl-1H-pyrrol-2-ylmethylene]-2-oxo-2,3-dihydro-1H-indol-5-yl}-propionic acid). Yield: 65.7%. Reaction SMILES: [C:1]([CH2:4][CH2:5][C:6]1[C:7]([CH3:13])=[C:8]([CH:11]=O)[NH:9][CH:10]=1)([OH:3])=[O:2].[C:14]([CH2:17][CH2:18][C:19]1[CH:20]=[C:21]2[C:25](=[CH:26][CH:27]=1)[NH:24][C:23](=[O:28])[CH2:22]2)([OH:16])=[O:15].N1CCCCC1>C(O)C>[C:1]([CH2:4][CH2:5][C:6]1[C:7]([CH3:13])=[C:8]([CH:11]=[C:22]2[C:21]3[C:25](=[CH:26][CH:27]=[C:19]([CH2:18][CH2:17][C:14]([OH:16])=[O:15])[CH:20]=3)[NH:24][C:23]2=[O:28])[NH:9][CH:10]=1)([OH:3])=[O:2]. Procedure: 4-(2-Carboxyethyl)-2-formyl-3-methylpyrrole (90.6 mg), 102.6 mg 5-carboxyethyl-2-oxindole and 75 μL piperidine in 2 mL of ethanol were heated at 95° C. for 5 hours. The reaction mixture was cooled and concentrated. The residue was suspended in 6 N aqueous hydrochloric acid. The precipitate was filtered, washed with water to pH 6 and dried in a vacuum oven overnight. The crude solid was purified by chromatography a silica gel column eluting with ethyl acetate-hexane-acetic acid to give 121 mg (66... Starting materials: S(=S)(=O)([O-])[O-].[Na+].[Na+] (sodium thiosulfate), ClC=1C=CC2=C(N=C(S2)SC)C1 (5-chloro-2-methylthiobenzothiazole), [Mn](=O)(=O)(=O)[O-].[K+] (potassium permanganate), C(C)(=O)O (acetic acid), OO (hydrogen peroxide). Yields the product ClC=1C=CC2=C(N=C(S2)S(=O)(=O)C)C1 (5-chloro-2-methanesulfonylbenzothiazole). Yield: 100.0%. RXN SMILES: [Cl:1][C:2]1[CH:3]=[CH:4][C:5]2[S:9][C:8](SC)=[N:7][C:6]=2[CH:12]=1.[Mn]([O-])(=O)(=O)=O.[K+].OO.[S:21]([O-:25])([O-])(=[O:23])=S.[Na+].[Na+].[C:28](O)(=O)C>>[Cl:1][C:2]1[CH:3]=[CH:4][C:5]2[S:9][C:8]([S:21]([CH3:28])(=[O:25])=[O:23])=[N:7][C:6]=2[CH:12]=1 |f:1.2,4.5.6|. Procedure details: A mixture of 1.80 g (8.34 mmols) of 5-chloro-2-methylthiobenzothiazole, 1.80 g (11.39 mmols) of potassium permanganate and 45 ml of 50% aqueous acetic acid solution was stirred at room temperature for an hour. After the reaction, a 30.0 to 35.5% aqueous hydrogen peroxide solution was dropwise added to the mixture with stirring under ice cooling until to be colorless. An aqueous sodium thiosulfate was added to the mixture followed by extraction of the solution with chloroform. The chloroform laye... Starting materials: C(C)(=O)OCC (ethyl acetate), BrC1=CC=C(C=C1)C(CC(=O)C=1C=CC(N(C1)C)=O)C1=C(C=C(C=C1)F)F (5-(3-(4-bromophenyl)-3-(2,4-difluorophenyl)propanoyl)-1-methyl-pyridin-2(1H)-one), Cl.NO (hydroxylamine hydrochloride), C(O)([O-])=O.[Na+] (sodium hydrogencarbonate). Solvent: C(C)O (ethanol), O (water). Conditions: temperature 100 celsius. Product: BrC1=CC=C(C=C1)C(C\C(=N/O)\C=1C=CC(N(C1)C)=O)C1=C(C=C(C=C1)F)F (5-{3-(4-Bromo-phenyl)-3-(2,4-difluoro-phenyl)-1-[(E)-hydroxyimino]-propyl}-1-methyl-1H-pyridin-2-one). RXN SMILES: [Br:1][C:2]1[CH:7]=[CH:6][C:5]([CH:8]([C:20]2[CH:25]=[CH:24][C:23]([F:26])=[CH:22][C:21]=2[F:27])[CH2:9][C:10]([C:12]2[CH:13]=[CH:14][C:15](=[O:19])[N:16]([CH3:18])[CH:17]=2)=O)=[CH:4][CH:3]=1.Cl.[NH2:29][OH:30].C(=O)([O-])O.[Na+].C(OCC)(=O)C>C(O)C.O>[Br:1][C:2]1[CH:7]=[CH:6][C:5]([CH:8]([C:20]2[CH:25]=[CH:24][C:23]([F:26])=[CH:22][C:21]=2[F:27])[CH2:9]/[C:10](/[C:12]2[CH:13]=[CH:14][C:15](=[O:19])[N:16]([CH3:18])[CH:17]=2)=[N:29]\[OH:30])=[CH:4][CH:3]=1 |f:1.2,3.4|. Procedure: To a solution of 5-(3-(4-bromophenyl)-3-(2,4-difluorophenyl)propanoyl)-1-methyl-pyridin-2(1H)-one (0.2 g, 463 μmol) in ethanol (5 mL) and water (0.2 mL) was added hydroxylamine hydrochloride (80.4 mg, 1.16 mmol) and sodium hydrogencarbonate (77.7 mg, 925 μmol) and the resulting colourless suspension was heated at reflux (100° C. oil bath temperature) for 4.5 hours. After cooling down the reaction mixture was poured on water and ethyl acetate and the layers were separated. The aqueous layer was e... The reactants are N1CCNCCNCCNCC1 (1,4,7,10-tetraazacyclododecane), [Li+].[Cl-] (LiCl), CC1(OCC2OC2CO1)C (4,4-dimethyl-3,5,8-trioxabicyclo[5,1,0]octane). Solvent: C(C)(C)O (isopropanol), C(C)(C)O (isopropanol). Run at temperature 0 celsius. Product: OC1C(COC(OC1)(C)C)N1CCNCCNCCNCC1.[Li+].[Cl-] ((6-hydroxy-2,2-dimethyl-1,3-dioxepan-5-yl)-1,4,7,10-tetraazacyclododecane LiCl). Reaction SMILES: [NH:1]1[CH2:12][CH2:11][NH:10][CH2:9][CH2:8][NH:7][CH2:6][CH2:5][NH:4][CH2:3][CH2:2]1.[Li+:13].[Cl-:14].[CH3:15][C:16]1([CH3:24])[O:23][CH2:22][CH:21]2[CH:19]([O:20]2)[CH2:18][O:17]1>C(O)(C)C>[OH:20][CH:21]1[CH2:22][O:23][C:16]([CH3:24])([CH3:15])[O:17][CH2:18][CH:19]1[N:1]1[CH2:12][CH2:11][NH:10][CH2:9][CH2:8][NH:7][CH2:6][CH2:5][NH:4][CH2:3][CH2:2]1.[Li+:13].[Cl-:14] |f:1.2,5.6.7|. Procedure details: 10 g (58.08 mmol) of 1,4,7,10-tetraazacyclododecane, 4.85 g (116.16 mmol) of LiCl and 40.0 g (278.4 mmol) of 4,4-dimethyl-3,5,8-trioxabicyclo[5,1,0]octane are suspended in 40 ml of isopropanol and refluxed for 60 hours. Then, the reaction mixture is mixed with 30 ml of isopropanol and cooled slowly to 0° C. The crystals that are obtained are suctioned off, washed with 30 ml of methyl-tert-butyl ether and dried in a vacuum. 20.7 g (71% of theory) of 1,7-bis(6-hydroxy-2,2-dimethyl-1,3-dioxepan-5-y... Reactants: CO, [Na+], [OH-], CCOC(=O)c1cccc(CCc2cncc3ccccc23)c1. The product is O=C(O)c1cccc(CCc2cncc3ccccc23)c1. Reaction SMILES: [CH3:26][OH:27].[Na+:25].[OH-:24].[cH:1]1[n:2][cH:3][c:4]([CH2:11][CH2:12][c:13]2[cH:14][c:15]([C:16](=[O:17])[O:18][CH2:19][CH3:20])[cH:21][cH:22][cH:23]2)[c:5]2[cH:6][cH:7][cH:8][cH:9][c:10]12>>[cH:1]1[n:2][cH:3][c:4]([CH2:11][CH2:12][c:13]2[cH:14][c:15]([C:16](=[O:17])[OH:18])[cH:21][cH:22][cH:23]2)[c:5]2[cH:6][cH:7][cH:8][cH:9][c:10]12. The reactants are CC(=O)c1ccc(S(=O)(=O)Cl)cc1, C1CCOC1, CN, O. Yields the product CNS(=O)(=O)c1ccc(C(C)=O)cc1. RXN SMILES: [C:1]([CH3:2])(=[O:3])[c:4]1[cH:5][cH:6][c:7]([S:10](=[O:11])(=[O:12])[Cl:13])[cH:8][cH:9]1.[CH2:17]1[O:18][CH2:19][CH2:20][CH2:21]1.[CH3:14][NH2:15].[OH2:16]>>[C:1]([CH3:2])(=[O:3])[c:4]1[cH:5][cH:6][c:7]([S:10](=[O:11])(=[O:12])[NH:15][CH3:14])[cH:8][cH:9]1. Starting materials: CC(C)(c1ccccc1)c1cocn1, ClC(Cl)Cl, O=S(=O)(O)Cl. Yields the product CC(C)(c1ccc(S(=O)(=O)Cl)cc1)c1cocn1. As a reaction SMILES: [CH3:1][C:2]([CH3:3])([c:4]1[cH:5][cH:6][cH:7][cH:8][cH:9]1)[c:10]1[n:11][cH:12][o:13][cH:14]1.[CH:20]([Cl:21])([Cl:22])[Cl:23].[Cl:15][S:16](=[O:17])(=[O:18])[OH:19]>>[CH3:1][C:2]([CH3:3])([c:4]1[cH:5][cH:6][c:7]([S:16]([Cl:15])(=[O:17])=[O:18])[cH:8][cH:9]1)[c:10]1[n:11][cH:12][o:13][cH:14]1.